Dataset: the Open Reaction Database (ORD), a public repository of structured organic reaction records. Task: describe an organic reaction: reactants, conditions, products, and yield Reactants: C(C)(C)(C)C=1C=CC(=C(C1)C1=CC=C(C=C1)N(C)C)S(=O)(=O)NC1=C(SC=C1)C(=O)OC (Methyl 3-[5-tert-butyl-4′-(dimethylamino)biphenyl-2-ylsulfonamido]thiophene-2-carboxylate), [OH-].[Li+] (lithium hydroxide). Run in O1CCCC1 (tetrahydrofuran), CO (methanol). Reaction conditions: temperature 77.5 celsius. Yields the product C(C)(C)(C)C=1C=CC(=C(C1)C1=CC=C(C=C1)N(C)C)S(=O)(=O)NC1=C(SC=C1)C(=O)O (3-[5-tert-Butyl-4′-(dimethylamino)biphenyl-2-ylsulfonamido]thiophene-2-carboxylic acid). The yield is 93.6%. RXN SMILES: [C:1]([C:5]1[CH:6]=[CH:7][C:8]([S:20]([NH:23][C:24]2[CH:28]=[CH:27][S:26][C:25]=2[C:29]([O:31]C)=[O:30])(=[O:22])=[O:21])=[C:9]([C:11]2[CH:16]=[CH:15][C:14]([N:17]([CH3:19])[CH3:18])=[CH:13][CH:12]=2)[CH:10]=1)([CH3:4])([CH3:3])[CH3:2].[OH-].[Li+]>O1CCCC1.CO>[C:1]([C:5]1[CH:6]=[CH:7][C:8]([S:20]([NH:23][C:24]2[CH:28]=[CH:27][S:26][C:25]=2[C:29]([OH:31])=[O:30])(=[O:21])=[O:22])=[C:9]([C:11]2[CH:12]=[CH:13][C:14]([N:17]([CH3:18])[CH3:19])=[CH:15][CH:16]=2)[CH:10]=1)([CH3:4])([CH3:2])[CH3:3] |f:1.2|. Reported procedure: To a solution of 14 (50.0 mg; 0.11 mmol) in tetrahydrofuran (1 mL) and methanol (1 mL) was added aqueous lithium hydroxide (2 mL; 2M). The reaction mixture was heated at 75-80° C. for 6 hours, allowed to cool to room temperature and then concentrated under reduced pressure. The resulting residue was dissolved in chloroform (15 mL) and washed with aqueous hydrochloric acid (2×10 mL; 2N). The combined organic phases were dried over magnesium sulfate, filtered, and concentrated under reduced pressu... Reactants: O=C(O)c1nc(-c2ccc(Cl)cc2)c(Br)nc1C(F)(F)F, CCN(C(C)C)C(C)C, CCOC(C)=O, CC(C)=C(Cl)N(C)C, ClCCl, NC1CCCCC1O, O=C(O)CC(O)(CC(=O)O)C(=O)O. The product is O=C(NC1CCCCC1O)c1nc(-c2ccc(Cl)cc2)c(Br)nc1C(F)(F)F. Reaction SMILES: [Br:1][c:2]1[n:3][c:4]([C:18]([F:19])([F:20])[F:21])[c:5]([C:15](=[O:16])[OH:17])[n:6][c:7]1-[c:8]1[cH:9][cH:10][c:11]([Cl:14])[cH:12][cH:13]1.[CH2:38]([N:39]([CH:40]([CH3:41])[CH3:42])[CH:43]([CH3:44])[CH3:45])[CH3:46].[CH3:63][CH2:64][O:65][C:66](=[O:67])[CH3:68].[Cl:22][C:23]([N:24]([CH3:25])[CH3:26])=[C:27]([CH3:28])[CH3:29].[Cl:60][CH2:61][Cl:62].[NH2:30][CH:31]1[CH:32]([OH:37])[CH2:33][CH2:34][CH2:35][CH2:36]1.[OH:47][C:48]([CH2:49][C:50]([C:51](=[O:52])[OH:53])([CH2:54][C:55](=[O:56])[OH:57])[OH:58])=[O:59]>>[Br:1][c:2]1[n:3][c:4]([C:18]([F:19])([F:20])[F:21])[c:5]([C:15](=[O:16])[NH:30][CH:31]2[CH:32]([OH:37])[CH2:33][CH2:34][CH2:35][CH2:36]2)[n:6][c:7]1-[c:8]1[cH:9][cH:10][c:11]([Cl:14])[cH:12][cH:13]1.